From a dataset of the Open Reaction Database (ORD), a public repository of structured organic reaction records. describe an organic reaction: reactants, conditions, products, and yield Reactants: CCOC1=NS(=O)(=O)C(S(C)(=O)=O)=C1N, CN(C)Cc1ccc(CSCCN)o1, CC#N. RXN SMILES: [CH2:15]([O:16][C:18]1=[N:19][S:20](=[O:28])(=[O:29])[C:21]([S:24](=[O:25])(=[O:26])[CH3:27])=[C:22]1[NH2:23])[CH3:17].[CH3:1][N:2]([CH3:3])[CH2:4][c:5]1[cH:6][cH:7][c:8]([CH2:10][S:11][CH2:12][CH2:13][NH2:14])[o:9]1.[CH3:30][C:31]#[N:32]>>[CH3:1][N:2]([CH3:3])[CH2:4][c:5]1[cH:6][cH:7][c:8]([CH2:10][S:11][CH2:12][CH2:13][NH:14][C:18]2=[N:19][S:20](=[O:28])(=[O:29])[C:21]([S:24](=[O:25])(=[O:26])[CH3:27])=[C:22]2[NH2:23])[o:9]1. Yields the product CN(C)Cc1ccc(CSCCNC2=NS(=O)(=O)C(S(C)(=O)=O)=C2N)o1.